From a dataset of the Open Reaction Database (ORD), a public repository of structured organic reaction records. describe an organic reaction: reactants, conditions, products, and yield Starting materials: N1C=NC(=C1)CC1=CN=CC2=CC=CC=C12 (4-(1H-Imidazol-4-yl-methyl)-isoquinoline), Cl (HCl). The solvent is CO (methanol), O1CCOCC1 (dioxane). The product is Cl.Cl.N1C=NC(=C1)CC1=CN=CC2=CC=CC=C12 (4-(1H-Imidazol-4-yl-methyl)-isoquinoline dihydrochloride). Yield: 100.0%. As a reaction SMILES: [NH:1]1[CH:5]=[C:4]([CH2:6][C:7]2[C:16]3[C:11](=[CH:12][CH:13]=[CH:14][CH:15]=3)[CH:10]=[N:9][CH:8]=2)[N:3]=[CH:2]1.[ClH:17]>CO.O1CCOCC1>[ClH:17].[ClH:17].[NH:1]1[CH:5]=[C:4]([CH2:6][C:7]2[C:16]3[C:11](=[CH:12][CH:13]=[CH:14][CH:15]=3)[CH:10]=[N:9][CH:8]=2)[N:3]=[CH:2]1 |f:4.5.6|. Procedure: To 4-(1H-Imidazol-4-yl-methyl)-isoquinoline (0.053 g, 0.253 mmol) in 5 ml methanol, 3 ml of HCl in dioxane was added and the reaction mixture was concentrated under reduced pressure to give 0.071 g, (100%) of the product as a solid. Anal. Calcd. for C13H≦N3Cl2 1.3 mole H2O: C, 51.10; H, 5.15; N, 13.75. Found: C, 51.27; H, 4.97; N, 13.54. The reactants are N1=C(N=CC=C1)C(C)=O (1-pyrimidin-2-yl-ethanone), [Cl-].[NH4+] (ammonium chloride), C(C)OC1=NC2=C(N1C1=NC(=NC=C1)N)C=C(C=C2)C#C (4-(2-ethoxy-6-ethynyl-1H-1,3-benzodiazol-1-yl)pyrimidin-2-amine), C(C)(C)[N-]C(C)C.[Li+] (lithium diisopropylamide), solution. Solvent: C1CCOC1 (THF), C1CCOC1 (THF). Run at temperature -78 celsius, time 5 minute. The product is NC1=NC=CC(=N1)N1C(=NC2=C1C=C(C=C2)C#CC(C)(O)C2=NC=CC=N2)OCC (4-[1-(2-aminopyrimidin-4-yl)-2-ethoxy-1H-1,3-benzodiazol-6-yl]-2-(pyrimidin-2-yl)but-3-yn-2-ol). As a reaction SMILES: [CH2:1]([O:3][C:4]1[N:8]([C:9]2[CH:14]=[CH:13][N:12]=[C:11]([NH2:15])[N:10]=2)[C:7]2[CH:16]=[C:17]([C:20]#[CH:21])[CH:18]=[CH:19][C:6]=2[N:5]=1)[CH3:2].C([N-]C(C)C)(C)C.[Li+].[N:30]1[CH:35]=[CH:34][CH:33]=[N:32][C:31]=1[C:36](=[O:38])[CH3:37].[Cl-].[NH4+]>C1COCC1>[NH2:15][C:11]1[N:10]=[C:9]([N:8]2[C:7]3[CH:16]=[C:17]([C:20]#[C:21][C:36]([C:31]4[N:32]=[CH:33][CH:34]=[CH:35][N:30]=4)([OH:38])[CH3:37])[CH:18]=[CH:19][C:6]=3[N:5]=[C:4]2[O:3][CH2:1][CH3:2])[CH:14]=[CH:13][N:12]=1 |f:1.2,4.5|. Procedure details: To a solution of 4-(2-ethoxy-6-ethynyl-1H-1,3-benzodiazol-1-yl)pyrimidin-2-amine (110 mg, 0.37 mmol) in dry THF (1 mL) at −78° C. was introduced lithium diisopropylamide (0.47 mL of a 2M solution in THF, 0.935 mmol). After 5 minutes, 1-pyrimidin-2-yl-ethanone (81 mg, 0.65 mmol) was added and the reaction mixture maintained at −78° C. for 20 minutes. Following 30 minutes at RT, saturated aqueous ammonium chloride (0.5 ml) was added and the solution concentrated in vacuo. The residue was dissolved... The reactants are BrCCCC1CCN(CC1)C=O (4(3-bromo-propyl)-1-piperidine carboxaldehyde), [N+](=O)([O-])C=1NC=CN1 (2-nitroimidazole), [H-].[Na+] (NaH), oil. Solvent: CN(C=O)C (dimethylformamide), CN(C=O)C (dimethylformamide). Run at time 0.5 hour. Product: [N+](=O)([O-])C=1N(C=CN1)CCCC1CCN(CC1)C=O (4-[3-(2-nitro-1H-imidazol-1-yl)propyl]-piperidinecarboxaldehyde). Reaction SMILES: [N+:1]([C:4]1[NH:5][CH:6]=[CH:7][N:8]=1)([O-:3])=[O:2].[H-].[Na+].Br[CH2:12][CH2:13][CH2:14][CH:15]1[CH2:20][CH2:19][N:18]([CH:21]=[O:22])[CH2:17][CH2:16]1>CN(C)C=O>[N+:1]([C:4]1[N:5]([CH2:12][CH2:13][CH2:14][CH:15]2[CH2:16][CH2:17][N:18]([CH:21]=[O:22])[CH2:19][CH2:20]2)[CH:6]=[CH:7][N:8]=1)([O-:3])=[O:2] |f:1.2|. Procedure details: The mixture of 2-nitroimidazole (11.3 g, 0.1M) and 50% by weight NaH in mineral oil (4.8 g, 0.1M) in dimethylformamide (50 ml) was stirred at room temperature for 1/2 hr. The solution of 4(3-bromo-propyl)-1-piperidine carboxaldehyde (23.4, 0.1M) in dimethylformamide (20 ml) was added to the above mixture and heated at 110° C. for 15 min. After the reaction, the solvent was removed in vacuo wand water (100 ml) was added and the mixture was extracted with ethylacetate (72×100 ml). The extracts, dr...